Dataset: the Open Reaction Database (ORD), a public repository of structured organic reaction records. Task: describe an organic reaction: reactants, conditions, products, and yield Starting materials: CC(C)(C)c1ccc2c(c1)Cc1cc(C(C)(C)C)ccc1-2, [Li]CCCC, CCOCC. Yields the product [Li]c1c(C(C)(C)C)ccc2c1Cc1cc(C(C)(C)C)ccc1-2. Reaction SMILES: [C:1]([CH3:2])([CH3:3])([CH3:4])[c:5]1[cH:6][c:7]2[c:15]([cH:16][cH:17]1)-[c:14]1[c:9]([cH:10][c:11]([C:18]([CH3:19])([CH3:20])[CH3:21])[cH:12][cH:13]1)[CH2:8]2.[CH2:22]([CH2:23][CH2:24][CH3:25])[Li:26].[CH3:27][CH2:28][O:29][CH2:30][CH3:31]>>[C:1]([CH3:2])([CH3:3])([CH3:4])[c:5]1[c:6]([Li:26])[c:7]2[c:15]([cH:16][cH:17]1)-[c:14]1[c:9]([cH:10][c:11]([C:18]([CH3:19])([CH3:20])[CH3:21])[cH:12][cH:13]1)[CH2:8]2. Starting materials: compound 33, C1(CC1)CN (cyclopropylmethylamine), FC(C=1C=C(C=CC1)S(=O)(=O)N1CCC(=CC1)C1=NC(=CC=C1)C#N)(F)F (1′-(3-Trifluoromethylbenzenesulfonyl)-1′,2′,3′,6′-tetrahydro-[2,4′]bipyridinyl-6-carbonitrile), FC(OC1=CC=C(C=C1)S(=O)(=O)Cl)(F)F (4-(trifluoromethoxy)benzenesulfonyl chloride). Run in C(C)O (ethanol). Conditions: temperature 55 celsius. Product: Compound 33, C1(CC1)CNC(=N)C1=CC=CC(=N1)C=1CCN(CC1)S(=O)(=O)C1=CC=C(C=C1)OC(F)(F)F (N-Cyclopropylmethyl-1′-(4-trifluoromethoxybenzenesulfonyl)-1′,2′,3′,6′-tetrahydro-[2,4′]bipyridinyl-6-carboxamidine). Isolated yield 4.0%. RXN SMILES: FC(F)(F)C1C=C(S([N:12]2[CH2:17][CH:16]=[C:15]([C:18]3[CH:23]=[CH:22][CH:21]=[C:20]([C:24]#[N:25])[N:19]=3)[CH2:14][CH2:13]2)(=O)=O)C=CC=1.[F:28][C:29]([F:42])([F:41])[O:30][C:31]1[CH:36]=[CH:35][C:34]([S:37](Cl)(=[O:39])=[O:38])=[CH:33][CH:32]=1.[CH:43]1([CH2:46][NH2:47])[CH2:45][CH2:44]1>C(O)C>[CH:43]1([CH2:46][NH:47][C:24]([C:20]2[N:19]=[C:18]([C:15]3[CH2:14][CH2:13][N:12]([S:37]([C:34]4[CH:35]=[CH:36][C:31]([O:30][C:29]([F:42])([F:41])[F:28])=[CH:32][CH:33]=4)(=[O:39])=[O:38])[CH2:17][CH:16]=3)[CH:23]=[CH:22][CH:21]=2)=[NH:25])[CH2:45][CH2:44]1. Procedure: N-Cyclopropylmethyl-1′-(4-trifluoromethoxybenzenesulfonyl)-1′,2′,3′,6′-tetrahydro-[2,4′]bipyridinyl-6-carboxamidine (34) was synthesized as follows. Compound 33 was prepared according to the procedure described above for preparing compound 32 using 4-(trifluoromethoxy)benzenesulfonyl chloride instead of 3-trifluoromethylbenzenesulfonyl chloride. To a solution of compound 33 (154 mg, 0.37 mmol) in ethanol was added cyclopropylmethylamine (52 mg, 0.75 mmol) and the resulting solution was heated at... Reactants: N#Cc1ccccc1B(O)O, O=C([O-])[O-], C1COCCO1, [Cs+], [Cs+], CN1C(=O)C2(CC(c3ccccc3)Oc3ccc(Br)cc32)N=C1N, Cl[Pd]Cl, c1ccc(P(c2ccccc2)c2ccccc2)cc1, c1ccc(P(c2ccccc2)c2ccccc2)cc1. Product: CN1C(=O)C2(CC(c3ccccc3)Oc3ccc(-c4ccccc4C#N)cc32)N=C1N. RXN SMILES: [C:25](#[N:26])[c:27]1[c:28]([B:33]([OH:34])[OH:35])[cH:29][cH:30][cH:31][cH:32]1.[C:42](=[O:43])([O-:44])[O-:45].[CH2:36]1[O:37][CH2:38][CH2:39][O:40][CH2:41]1.[Cs+:46].[Cs+:47].[NH2:1][C:2]1=[N:22][C:5]2([C:4](=[O:23])[N:3]1[CH3:24])[CH2:6][CH:7]([c:16]1[cH:17][cH:18][cH:19][cH:20][cH:21]1)[O:8][c:9]1[cH:10][cH:11][c:12]([Br:15])[cH:13][c:14]12.[Pd:48]([Cl:49])[Cl:50].[c:51]1([P:52]([c:53]2[cH:54][cH:55][cH:56][cH:57][cH:58]2)[c:59]2[cH:60][cH:61][cH:62][cH:63][cH:64]2)[cH:65][cH:66][cH:67][cH:68][cH:69]1.[c:70]1([P:71]([c:72]2[cH:73][cH:74][cH:75][cH:76][cH:77]2)[c:78]2[cH:79][cH:80][cH:81][cH:82][cH:83]2)[cH:84][cH:85][cH:86][cH:87][cH:88]1>>[NH2:1][C:2]1=[N:22][C:5]2([C:4](=[O:23])[N:3]1[CH3:24])[CH2:6][CH:7]([c:16]1[cH:17][cH:18][cH:19][cH:20][cH:21]1)[O:8][c:9]1[cH:10][cH:11][c:12](-[c:28]3[c:27]([C:25]#[N:26])[cH:32][cH:31][cH:30][cH:29]3)[cH:13][c:14]12. The reactants are CN(NC(=O)C1=CC2=NC=CC(=C2S1)OC1=C(C=C(C=C1)N(C(CC(=O)N)=O)C1=C(C=CC=C1)OC)F)C (N′-(4-(2-(2,2-Dimethylhydrazinecarbonyl)thieno[3,2-b]pyridin-7-yloxy)-3-fluorophenyl)-N3-(2-methoxyphenyl)malonamide), NC1=CC(=C(OC2=C3C(=NC=C2)C=C(S3)C(=O)N(N(C)C)C)C=C1)F (7-(4-Amino-2-fluorophenoxy)-N,N′,N′-trimethylthieno[3,2-b]pyridine-2-carbohydrazide). The product is FC=1C=C(C=CC1OC1=C2C(=NC=C1)C=C(S2)C(=O)N(N(C)C)C)NC(CC(=O)N(C2=CC=CC=C2)C)=O (N1-(3-fluoro-4-(2-(1,2,2-trimethylhydrazinecarbonyl)thieno[3,2-b]pyridin-7-yloxy)phenyl)-N3-methyl-N3-phenylmalonamide). The yield is 43.0%. RXN SMILES: CN(C)NC(C1SC2C(=NC=CC=2O[C:16]2[CH:21]=[CH:20][C:19]([N:22]([C:29]3C=CC=CC=3OC)[C:23](=[O:28])[CH2:24][C:25](N)=[O:26])=[CH:18][C:17]=2F)C=1)=O.[NH2:39][C:40]1[CH:62]=[CH:61][C:43]([O:44][C:45]2[CH:50]=[CH:49][N:48]=[C:47]3[CH:51]=[C:52]([C:54]([N:56]([CH3:60])[N:57]([CH3:59])[CH3:58])=[O:55])[S:53][C:46]=23)=[C:42]([F:63])[CH:41]=1>>[F:63][C:42]1[CH:41]=[C:40]([NH:39][C:25](=[O:26])[CH2:24][C:23]([N:22]([CH3:29])[C:19]2[CH:18]=[CH:17][CH:16]=[CH:21][CH:20]=2)=[O:28])[CH:62]=[CH:61][C:43]=1[O:44][C:45]1[CH:50]=[CH:49][N:48]=[C:47]2[CH:51]=[C:52]([C:54]([N:56]([CH3:60])[N:57]([CH3:58])[CH3:59])=[O:55])[S:53][C:46]=12. Procedure: Following the procedure described above for compound 236 (step 4, example 95, scheme 63) but replacing amine 239 with 7-(4-amino-2-fluorophenoxy)-N,N′,N′-trimethylthieno[3,2-b]pyridine-2-carbohydrazide (244), title compound 241 was obtained in 43% yield. 1H NMR (400 MHz, DMSO-d6) δ (ppm): 10.45 (s, 1H), 8.45 (d, J=5.4 Hz, 1H), 7.79 (d, J=13.3 Hz, 1H), 7.67 (s, 1H), 7.62-7.31 (m, 7H), 6.62 (d, J=5.4 Hz, 1H), 3.40 (s, 9H), 3.23 (s, 2H), 3.21 (s, 3H). MS (m/z): (M+1) 536.2 (100%). Starting materials: Cl, C1COCCO1, CC(C)(C)OC(=O)NC1CSCCN(Cc2ccc3ccccc3c2)C1=O. The product is Cl, NC1CSCCN(Cc2ccc3ccccc3c2)C1=O. As a reaction SMILES: [ClH:28].[O:29]1[CH2:30][CH2:31][O:32][CH2:33][CH2:34]1.[cH:1]1[c:2]([CH2:11][N:12]2[CH2:13][CH2:14][S:15][CH2:16][CH:17]([NH:20][C:21](=[O:22])[O:23][C:24]([CH3:25])([CH3:26])[CH3:27])[C:18]2=[O:19])[cH:3][cH:4][c:5]2[cH:6][cH:7][cH:8][cH:9][c:10]12>>[ClH:28].[cH:1]1[c:2]([CH2:11][N:12]2[CH2:13][CH2:14][S:15][CH2:16][CH:17]([NH2:20])[C:18]2=[O:19])[cH:3][cH:4][c:5]2[cH:6][cH:7][cH:8][cH:9][c:10]12.